This data is from the Open Reaction Database (ORD), a public repository of structured organic reaction records. The task is: describe an organic reaction: reactants, conditions, products, and yield The reactants are COC=1C=C(C=CC(=O)NC2=C(C=CC=C2)C(C(=O)O)C)C=CC1 (2-(3'-methoxycinnamoylamino)phenylpropionic acid), [OH-].[Na+] (sodium hydroxide). The solvent is alcohol. Yields the product COC=1C=C(C=CC(=O)NC2=C(C=CC=C2)C(C(=O)[O-])C)C=CC1.[Na+] (sodium 2-(3'-methoxycinnamoylamino)phenylpropionate). Reaction SMILES: [CH3:1][O:2][C:3]1[CH:4]=[C:5]([CH:22]=[CH:23][CH:24]=1)[CH:6]=[CH:7][C:8]([NH:10][C:11]1[CH:16]=[CH:15][CH:14]=[CH:13][C:12]=1[CH:17]([CH3:21])[C:18]([OH:20])=[O:19])=[O:9].[OH-].[Na+:26]>>[CH3:1][O:2][C:3]1[CH:4]=[C:5]([CH:22]=[CH:23][CH:24]=1)[CH:6]=[CH:7][C:8]([NH:10][C:11]1[CH:16]=[CH:15][CH:14]=[CH:13][C:12]=1[CH:17]([CH3:21])[C:18]([O-:20])=[O:19])=[O:9].[Na+:26] |f:1.2,3.4|. Procedure: 162 Milligrams of 2-(3'-methoxycinnamoylamino)phenylpropionic acid were dissolved in an alcohol and an equivalent amount of sodium hydroxide was added to the solution. The mixture was warmed for 30 minutes and then concentrated under reduced pressure. The residue was taken up in a small amount of ethanol and ether was added to the ethanolic solution. The precipitated crystals were collected by filtration to obtain sodium 2-(3'-methoxycinnamoylamino)phenylpropionate. The reactants are Cc1ccc(S(=O)(=O)N=CN(C)C)cc1Br, O=C([O-])[O-], CCCCc1nc(SC)c(C(=O)OCC)n1Cc1ccc(B(O)O)cc1, Cc1ccccc1, CCO, [Na+], [Na+], [Na+], O=C([O-])O, c1ccc(P(c2ccccc2)c2ccccc2)cc1. The product is CCCCc1nc(SC)c(C(=O)OCC)n1Cc1ccc(-c2cc(S(=O)(=O)N=CN(C)C)ccc2C)cc1. As a reaction SMILES: [Br:27][c:28]1[cH:29][c:30]([S:35](=[O:36])(=[O:37])[N:38]=[CH:39][N:40]([CH3:41])[CH3:42])[cH:31][cH:32][c:33]1[CH3:34].[C:62](=[O:63])([O-:64])[O-:65].[CH2:1]([CH2:2][CH2:3][CH3:4])[c:5]1[n:6][c:7]([S:25][CH3:26])[c:8]([C:20](=[O:21])[O:22][CH2:23][CH3:24])[n:9]1[CH2:10][c:11]1[cH:12][cH:13][c:14]([B:17]([OH:18])[OH:19])[cH:15][cH:16]1.[CH3:73][c:74]1[cH:75][cH:76][cH:77][cH:78][cH:79]1.[CH3:80][CH2:81][OH:82].[Na+:66].[Na+:67].[Na+:72].[O-:68][C:69]([OH:70])=[O:71].[c:43]1([P:44]([c:45]2[cH:46][cH:47][cH:48][cH:49][cH:50]2)[c:51]2[cH:52][cH:53][cH:54][cH:55][cH:56]2)[cH:57][cH:58][cH:59][cH:60][cH:61]1>>[CH2:1]([CH2:2][CH2:3][CH3:4])[c:5]1[n:6][c:7]([S:25][CH3:26])[c:8]([C:20](=[O:21])[O:22][CH2:23][CH3:24])[n:9]1[CH2:10][c:11]1[cH:12][cH:13][c:14](-[c:28]2[cH:29][c:30]([S:35](=[O:36])(=[O:37])[N:38]=[CH:39][N:40]([CH3:41])[CH3:42])[cH:31][cH:32][c:33]2[CH3:34])[cH:15][cH:16]1.